Task: describe an organic reaction: reactants, conditions, products, and yield. Dataset: the Open Reaction Database (ORD), a public repository of structured organic reaction records Starting materials: S(=O)(=O)([O-])S(=O)[O-].[Na+].[Na+] (sodium metabisulfite), Cl (hydrochloric acid), BrC1=NC=CC=C1O (2-bromo-3-hydroxypyridine), C([O-])([O-])=O.[K+].[K+] (potassium carbonate), II (iodine). Solvent: O (water). Reaction conditions: time 23 hour. Yields the product BrC1=NC(=CC=C1O)I (2-bromo-6-iodopyridin-3-ol). Isolated yield 78.9%. As a reaction SMILES: [Br:1][C:2]1[C:7]([OH:8])=[CH:6][CH:5]=[CH:4][N:3]=1.C(=O)([O-])[O-].[K+].[K+].[I:15]I.S(S([O-])=O)([O-])(=O)=O.[Na+].[Na+].Cl>O>[Br:1][C:2]1[C:7]([OH:8])=[CH:6][CH:5]=[C:4]([I:15])[N:3]=1 |f:1.2.3,5.6.7|. Reported procedure: To a solution of 2-bromo-3-hydroxypyridine (10 g, 57.5 mmol) and potassium carbonate (15.9 g, 114.9 mmol) in water (130 mL) was added iodine (15 g, 59.2 mmol) and the reaction mixture stirred at room temperature for 23 hours. A small amount of solid sodium metabisulfite was added to the reaction mixture. The reaction mixture was then cooled to 0° C. and acidified to pH 6 by the addition of 1 M aqueous hydrochloric acid. The resulting suspension was stirred at 0° C. for 1 hour then filtered to gi... The reactants are IC1=C2CCN3C(C2=CC=C1)=CC(=NCC3=O)C3=CC(=CC=C3)OC (9-iodo-2-(3-methoxyphenyl)-7,8-dihydro-[1,4]diazepino[7,1-a]isoquinolin-5(4H)-one), C(CCC)[Sn](C=1OCCC1)(CCCC)CCCC (tributyl(4,5-dihydrofuran-2-yl)stannane), O1C(=CCC1)C1=C2CCN3C(C2=CC=C1)=CC(=NCC3=O)C3=CC(=CC=C3)OC (9-(4,5-dihydrofuran-2-yl)-2-(3-methoxyphenyl)-7,8-dihydro-[1,4]diazepino[7,1-a]isoquinolin-5(4H)-one). Reagents/catalysts: C=1C=CC(=CC1)[P](C=2C=CC=CC2)(C=3C=CC=CC3)[Pd]([P](C=4C=CC=CC4)(C=5C=CC=CC5)C=6C=CC=CC6)([P](C=7C=CC=CC7)(C=8C=CC=CC8)C=9C=CC=CC9)[P](C=1C=CC=CC1)(C=1C=CC=CC1)C=1C=CC=CC1 (Pd(PPh3)4). Solvent: O1CCOCC1 (1,4-dioxane), CCOC(=O)C (AcOEt), CCCCCCC (heptane). Conditions: temperature 150 celsius. The product is COC=1C=C(C=CC1)C1=NCC(N2C(C3=CC=CC(=C3CC2)C2OCCC2)=C1)=O (2-(3-methoxyphenyl)-9-(tetrahydrofuran-2-yl)-7,8-dihydro-[1,4]diazepino[7,1-a]isoquinolin-5(4H)-one). RXN SMILES: [O:1]1[CH2:5][CH2:4][CH:3]=[C:2]1[C:6]1[CH:15]=[CH:14][CH:13]=[C:12]2[C:7]=1[CH2:8][CH2:9][N:10]1[C:20](=[O:21])[CH2:19][N:18]=[C:17]([C:22]3[CH:27]=[CH:26][CH:25]=[C:24]([O:28][CH3:29])[CH:23]=3)[CH:16]=[C:11]12.IC1C=CC=C2C=1CCN1C(=O)CN=C(C3C=CC=C(OC)C=3)C=C12.C([Sn](CCCC)(CCCC)C1OCCC=1)CCC>O1CCOCC1.CCOC(C)=O.CCCCCCC.C1C=CC([P]([Pd]([P](C2C=CC=CC=2)(C2C=CC=CC=2)C2C=CC=CC=2)([P](C2C=CC=CC=2)(C2C=CC=CC=2)C2C=CC=CC=2)[P](C2C=CC=CC=2)(C2C=CC=CC=2)C2C=CC=CC=2)(C2C=CC=CC=2)C2C=CC=CC=2)=CC=1>[CH3:29][O:28][C:24]1[CH:23]=[C:22]([C:17]2[CH:16]=[C:11]3[C:12]4[C:7]([CH2:8][CH2:9][N:10]3[C:20](=[O:21])[CH2:19][N:18]=2)=[C:6]([CH:2]2[CH2:3][CH2:4][CH2:5][O:1]2)[CH:15]=[CH:14][CH:13]=4)[CH:27]=[CH:26][CH:25]=1 |^1:95,97,116,135|. Reported procedure: 9-(4,5-dihydrofuran-2-yl)-2-(3-methoxyphenyl)-7,8-dihydro-[1,4]diazepino[7,1-a]isoquinolin-5(4H)-one. 57-1. A mixture of 9-iodo-2-(3-methoxyphenyl)-7,8-dihydro-[1,4]diazepino[7,1-a]isoquinolin-5(4H)-one (Example 30) (1.0 g, 2.25 mmol), tributyl(4,5-dihydrofuran-2-yl)stannane (1.21 g, 3.38 mmol) and Pd(PPh3)4(0.13 g, 0.11 mmol) in 1,4-dioxane (10 mL) was heated in a microwave reactor at 150° C. for 90 min. The mixture was then diluted with AcOEt and filtered. The filtrate was concentrated in vacu... The reactants are FC(C(=O)N[C@@H](CC1=CC(=C(C=C1)NC(C)=O)[N+](=O)[O-])C(=O)N1CCC(CC1)C)(F)F (N-trifluoroacetyl-4-acetylamino-3-nitro-phenylalanyl-(4-methyl-piperidine)), [OH-].[Na+] (sodium hydroxide). Run in C(C)O (ethanol). Reaction conditions: temperature 50 celsius, time 3 hour. The product is NC1=C(C=C(C[C@H](N)C(=O)N2CCC(CC2)C)C=C1)[N+](=O)[O-] (4-Amino-3-nitro-phenylalanyl-(4-methyl-piperidine)). RXN SMILES: FC(F)(F)C([NH:5][C@H:6]([C:21]([N:23]1[CH2:28][CH2:27][CH:26]([CH3:29])[CH2:25][CH2:24]1)=[O:22])[CH2:7][C:8]1[CH:13]=[CH:12][C:11]([NH:14]C(=O)C)=[C:10]([N+:18]([O-:20])=[O:19])[CH:9]=1)=O.[OH-].[Na+]>C(O)C>[NH2:14][C:11]1[CH:12]=[CH:13][C:8]([CH2:7][C@@H:6]([C:21]([N:23]2[CH2:24][CH2:25][CH:26]([CH3:29])[CH2:27][CH2:28]2)=[O:22])[NH2:5])=[CH:9][C:10]=1[N+:18]([O-:20])=[O:19] |f:1.2|. Reported procedure: To a suspension of 4.85 g (10.9 mMol) of N-trifluoroacetyl-4-acetylamino-3-nitro-phenylalanyl-(4-methyl-piperidine) in 10 ml of ethanol 28.0 ml of 1N sodium hydroxide solution are added dropwise at 20° C. After 3 hours' stirring at 50° C. the mixture is cooled, then after another 2 hours it is suction filtered and washed with a little ice water. Starting materials: C(C)N(C(CC1=CC(=C(C(=C1)C(C)(C)C)O)C(C)(C)C)=O)CC (N,N-diethyl-2-(3,5-di-tert-butyl-4-hydroxy-phenyl)acetamide), [OH-].[K+] (potassium hydroxide). The reagents and catalysts are [C-]#N.[C-]#N.[C-]#N.[C-]#N.[C-]#N.[C-]#N.[K+].[K+].[K+].[K+].[Fe+6] (potassium hexacyanoferrate). The solvent is ClCCl (dichloromethane), O (water). Reaction conditions: time 1 hour. The product is C(C)N(C(C=C1C=C(C(C(=C1)C(C)(C)C)=O)C(C)(C)C)=O)CC (N,N-Diethyl-2-(3,5-di-tert-butyl-4-oxocyclohexa-2,5-dienylidene)acetamide). Isolated yield 75.6%. Reaction SMILES: [CH2:1]([N:3]([CH2:22][CH3:23])[C:4](=[O:21])[CH2:5][C:6]1[CH:11]=[C:10]([C:12]([CH3:15])([CH3:14])[CH3:13])[C:9]([OH:16])=[C:8]([C:17]([CH3:20])([CH3:19])[CH3:18])[CH:7]=1)[CH3:2].[OH-].[K+]>ClCCl.O.[C-]#N.[C-]#N.[C-]#N.[C-]#N.[C-]#N.[C-]#N.[K+].[K+].[K+].[K+].[Fe+6]>[CH2:22]([N:3]([CH2:1][CH3:2])[C:4](=[O:21])[CH:5]=[C:6]1[CH:11]=[C:10]([C:12]([CH3:14])([CH3:15])[CH3:13])[C:9](=[O:16])[C:8]([C:17]([CH3:20])([CH3:19])[CH3:18])=[CH:7]1)[CH3:23] |f:1.2,5.6.7.8.9.10.11.12.13.14.15|. Procedure details: 4.80 g (0.015 Mol) of N,N-diethyl-2-(3,5-di-tert-butyl-4-hydroxy-phenyl)acetamide are dissolved in 60 ml of dichloromethane. To this solution a solution of 15 g (0.046 mol) of potassium hexacyanoferrate (IlI) and 6.0 g (0.11 mol) of potassium hydroxide in 120 ml of water is added, and the mixture is stirred one hour at room temperature under nitrogen. The organic layer is separated, washed with water and evaporated in vacuo. The solid residue is recrystallized from acetonitrile to give 3.6 g of ... Procedure: 650 mg of methyl 5-[(1,3-dioxo-1,3-dihydro-2H-isoindole-2-yl)methyl]-1-methyl-1H-pyrrole-2-carboxylate was dissolved in 20.0 mL of methanol, and 109 mg of hydrazine monohydrate was added thereto, followed by stirring at room temperature overnight. The reaction liquid was concentrated under reduced pressure, to the obtained residue was added chloroform, and the insolubles were filtered off. Then, the filtrate was concentrated under reduced pressure to obtain 294 mg of methyl 5-(aminomethyl)-1-met... The solvent is CO (methanol). Run at time 8 hour. RXN SMILES: O=C1C2C(=CC=CC=2)C(=O)[N:3]1[CH2:12][C:13]1[N:17]([CH3:18])[C:16]([C:19]([O:21][CH3:22])=[O:20])=[CH:15][CH:14]=1.O.NN>CO>[NH2:3][CH2:12][C:13]1[N:17]([CH3:18])[C:16]([C:19]([O:21][CH3:22])=[O:20])=[CH:15][CH:14]=1 |f:1.2|. The product is NCC1=CC=C(N1C)C(=O)OC (methyl 5-(aminomethyl)-1-methyl-1H-pyrrole-2-carboxylate). The yield is 80.2%. Starting materials: O=C1N(C(C2=CC=CC=C12)=O)CC1=CC=C(N1C)C(=O)OC (methyl 5-[(1,3-dioxo-1,3-dihydro-2H-isoindole-2-yl)methyl]-1-methyl-1H-pyrrole-2-carboxylate), O.NN (hydrazine monohydrate). Starting materials: [Li]C, CCOCC, COC(=O)C(C#N)=C(C)c1ccc(F)cc1OC, [Cu]. The product is COC(=O)C(C#N)C(C)(C)c1ccc(F)cc1OC. RXN SMILES: [CH3:1][Li:2].[CH3:21][CH2:22][O:23][CH2:24][CH3:25].[CH3:3][O:4][C:5]([C:6](=[C:7]([CH3:8])[c:9]1[c:10]([O:16][CH3:17])[cH:11][c:12]([F:15])[cH:13][cH:14]1)[C:18]#[N:19])=[O:20].[Cu:26]>>[CH3:1][C:7]([CH:6]([C:5]([O:4][CH3:3])=[O:20])[C:18]#[N:19])([CH3:8])[c:9]1[c:10]([O:16][CH3:17])[cH:11][c:12]([F:15])[cH:13][cH:14]1. Reactants: [OH-].[Na+] (sodium hydroxide), O[C@@]1(C2=CC=CC=C2C=2C(=CC(=CC12)OCCCC(C)(C)O)C=1C=NN(C1)C(C(=O)OCC)(C)C)C(F)(F)F (Ethyl 2-{4-[(9R)-9-hydroxy-2-(4-hydroxy-4-methylpentyloxy)-9-(trifluoromethyl)-9H-fluoren-4-yl]-1H-pyrazol-1-yl}-2-methylpropionate), Cl (hydrochloric acid). Run in C(C)O (ethanol). Conditions: time 8 hour. Product: O[C@@]1(C2=CC=CC=C2C=2C(=CC(=CC12)OCCCC(C)(C)O)C=1C=NN(C1)C(C(=O)O)(C)C)C(F)(F)F (2-{4-[(9R)-9-Hydroxy-2-(4-hydroxy-4-methylpentyloxy)-9-(trifluoromethyl)-9H-fluoren-4-yl]-1H-pyrazol-1-yl}-2-methylpropionic acid). Isolated yield 86.6%. Reaction SMILES: [OH:1][C@@:2]1([C:36]([F:39])([F:38])[F:37])[C:14]2[CH:13]=[C:12]([O:15][CH2:16][CH2:17][CH2:18][C:19]([OH:22])([CH3:21])[CH3:20])[CH:11]=[C:10]([C:23]3[CH:24]=[N:25][N:26]([C:28]([CH3:35])([CH3:34])[C:29]([O:31]CC)=[O:30])[CH:27]=3)[C:9]=2[C:8]2[C:3]1=[CH:4][CH:5]=[CH:6][CH:7]=2.[OH-].[Na+].Cl>C(O)C>[OH:1][C@@:2]1([C:36]([F:38])([F:39])[F:37])[C:14]2[CH:13]=[C:12]([O:15][CH2:16][CH2:17][CH2:18][C:19]([OH:22])([CH3:21])[CH3:20])[CH:11]=[C:10]([C:23]3[CH:24]=[N:25][N:26]([C:28]([CH3:34])([CH3:35])[C:29]([OH:31])=[O:30])[CH:27]=3)[C:9]=2[C:8]2[C:3]1=[CH:4][CH:5]=[CH:6][CH:7]=2 |f:1.2|. Procedure: Ethyl 2-{4-[(9R)-9-hydroxy-2-(4-hydroxy-4-methylpentyloxy)-9-(trifluoromethyl)-9H-fluoren-4-yl]-1H-pyrazol-1-yl}-2-methylpropionate (218 mg) was dissolved in ethanol (2.2 ml), 4N aqueous sodium hydroxide (320 μl) was added, and the mixture was stirred at room temperature overnight. The reaction mixture was neutralized with 1N hydrochloric acid, and extracted with ethyl acetate (twice). The obtained organic layer was washed successively with water (twice) and saturated brine. The obtained organic...